This data is from the Open Reaction Database (ORD), a public repository of structured organic reaction records. The task is: describe an organic reaction: reactants, conditions, products, and yield Starting materials: ClC(=O)OC(C)C (isopropyl chloroformate), ice water, ClC=1C=C(N)C=C(C1O)COC (3-Chloro-4-hydroxy-5-methoxymethylaniline), C(C)N(C1=CC=CC=C1)CC (N,N-diethylaniline), resultant solution. Solvent: C(C)(=O)OCC (ethyl acetate). Reaction conditions: time 12 hour. Product: ClC=1C=C(C=C(C1O)COC)NC(OC(C)C)=O (isopropyl N-(3-chloro-4-hydroxy-5-methoxymethylphenyl)carbamate). Isolated yield 85.2%. Reaction SMILES: [Cl:1][C:2]1[CH:3]=[C:4]([CH:6]=[C:7]([CH2:10][O:11][CH3:12])[C:8]=1[OH:9])[NH2:5].C(N(CC)C1C=CC=CC=1)C.Cl[C:25]([O:27][CH:28]([CH3:30])[CH3:29])=[O:26]>C(OCC)(=O)C>[Cl:1][C:2]1[CH:3]=[C:4]([NH:5][C:25](=[O:26])[O:27][CH:28]([CH3:30])[CH3:29])[CH:6]=[C:7]([CH2:10][O:11][CH3:12])[C:8]=1[OH:9]. Procedure: 3-Chloro-4-hydroxy-5-methoxymethylaniline (52.8 g) and N,N-diethylaniline (42.0 g) were dissolved in ethyl acetate (300 ml). To the resultant solution was dropwise added isopropyl chloroformate (34.6 g) in 15 minutes under ice-cooling. After being allowed to stand at room temperature for 12 hours, the reaction mixture was poured into ice-water. The organic layer was washed with dilute aqueous hydrochloric acid and water, dried over magnesium sulfate and concentrated under reduced pressure. The r... The reactants are N1=C(C=CC=C1)C1=CC=C(S1)S(=O)(=O)Cl (5-(2-pyridyl)thiophene-2-sulfonyl chloride), NC=1C=C(C(=O)O)C=CC1 (3-aminobenzoic acid). The product is N1=C(C=CC=C1)C1=CC=C(S1)S(=O)(=O)NC=1C=C(C(=O)O)C=CC1 (3-{[(5-Pyridin-2-yl-2-thienyl)sulfonyl]amino}benzoic acid). The yield is 18.0%. Reaction SMILES: [N:1]1[CH:6]=[CH:5][CH:4]=[CH:3][C:2]=1[C:7]1[S:11][C:10]([S:12](Cl)(=[O:14])=[O:13])=[CH:9][CH:8]=1.[NH2:16][C:17]1[CH:18]=[C:19]([CH:23]=[CH:24][CH:25]=1)[C:20]([OH:22])=[O:21]>>[N:1]1[CH:6]=[CH:5][CH:4]=[CH:3][C:2]=1[C:7]1[S:11][C:10]([S:12]([NH:16][C:17]2[CH:18]=[C:19]([CH:23]=[CH:24][CH:25]=2)[C:20]([OH:22])=[O:21])(=[O:14])=[O:13])=[CH:9][CH:8]=1. Procedure: The product was prepared according to General Procedure 6, described in Example 65, with 5-(2-pyridyl)thiophene-2-sulfonyl chloride (13.5 mg, 0.055 mmol) and 3-aminobenzoic acid (6.9 mg, 0.050 mmol). The title compound was obtained in 18% yield (3.2 mg). MS (ESI+) calcd mass for C16H12N2O4S2 360.023848, found 360.023668. The reactants are BrC=1C=C2C(=NNC(C2=CC1)=O)Cl (6-bromo-4-chloro-2H-phthalazin-1-one), CN1CCN(CC1)C1=C(CN)C=CC=C1 (2-(4-methyl-piperazin-1-yl)-benzylamine), C=1C=CC(=CC1)P(C=2C=CC=CC2)C3=CC=C4C=CC=CC4=C3C5=C6C=CC=CC6=CC=C5P(C=7C=CC=CC7)C=8C=CC=CC8 (rac-BINAP), CC(C)(C)[O-].[Na+] (NaOt-Bu). Reagents/catalysts: C=1C=CC(=CC1)/C=C/C(=O)/C=C/C2=CC=CC=C2.C=1C=CC(=CC1)/C=C/C(=O)/C=C/C2=CC=CC=C2.C=1C=CC(=CC1)/C=C/C(=O)/C=C/C2=CC=CC=C2.[Pd].[Pd] (Pd2(dba)3). Solvent: CC(=O)N(C)C (DMA), CCOC(=O)C (EtOAc). The product is ClC1=NNC(C2=CC=C(C=C12)NCC1=C(C=CC=C1)N1CCN(CC1)C)=O (4-Chloro-6-[2-(4-methyl-piperazin-1-yl)-benzylamino]-2H-phthalazin-1-one). As a reaction SMILES: Br[C:2]1[CH:3]=[C:4]2[C:9](=[CH:10][CH:11]=1)[C:8](=[O:12])[NH:7][N:6]=[C:5]2[Cl:13].[CH3:14][N:15]1[CH2:20][CH2:19][N:18]([C:21]2[CH:28]=[CH:27][CH:26]=[CH:25][C:22]=2[CH2:23][NH2:24])[CH2:17][CH2:16]1.C1C=CC(P(C2C(C3C(P(C4C=CC=CC=4)C4C=CC=CC=4)=CC=C4C=3C=CC=C4)=C3C(C=CC=C3)=CC=2)C2C=CC=CC=2)=CC=1.CC([O-])(C)C.[Na+]>CC(N(C)C)=O.CCOC(C)=O.C1C=CC(/C=C/C(/C=C/C2C=CC=CC=2)=O)=CC=1.C1C=CC(/C=C/C(/C=C/C2C=CC=CC=2)=O)=CC=1.C1C=CC(/C=C/C(/C=C/C2C=CC=CC=2)=O)=CC=1.[Pd].[Pd]>[Cl:13][C:5]1[C:4]2[C:9](=[CH:10][CH:11]=[C:2]([NH:24][CH2:23][C:22]3[CH:25]=[CH:26][CH:27]=[CH:28][C:21]=3[N:18]3[CH2:17][CH2:16][N:15]([CH3:14])[CH2:20][CH2:19]3)[CH:3]=2)[C:8](=[O:12])[NH:7][N:6]=1 |f:3.4,7.8.9.10.11|. Procedure: A mixture 6-bromo-4-chloro-2H-phthalazin-1-one (150 mg, 0.58 mmol), 2-(4-methyl-piperazin-1-yl)-benzylamine (132 mg, 0.64 mmol), Pd2(dba)3 (53 mg, 0.058 mmol), rac-BINAP (132 mg, 0.17 mmol) and NaOt-Bu (140 mg, 1.45 mmol) in DMA (6 mL) was heated at 80° C. for 1 h. The mixture was allowed to cool, diluted with EtOAc (25 mL) and washed with water (25 mL). The organic layer was dried over anhydrous sodium sulfate and concentrated. Chromatography on silica (EtOAc/hexanes) yielded the title compound... Starting materials: NC1=NC=CC(=C1O)F (2-amino-4-fluoro-3-pyridinol), BrBr (bromine). The product is NC1=NC=C(C(=C1O)F)Br (2-amino-5-bromo-4-fluoro-3-pyridinol). RXN SMILES: [NH2:1][C:2]1[C:7]([OH:8])=[C:6]([F:9])[CH:5]=[CH:4][N:3]=1.[Br:10]Br>>[NH2:1][C:2]1[C:7]([OH:8])=[C:6]([F:9])[C:5]([Br:10])=[CH:4][N:3]=1. Procedure: The 2-amino-4-fluoro-3-pyridinol from Example 2 and bromine in a molar ratio of 1:1 are heated in the vapor phase at 300° according to the procedure of McElvain and Goese [J. Am. Chem. Soc., 65, 2227 (1943)] to give 2-amino-5-bromo-4-fluoro-3-pyridinol. The latter with an equivalent amount of cesium fluoride by the procedure of Example 2gives 2-amino-4,5-difluoro-3-pyridinol. Starting materials: ClC1=CC(C(=O)NC2=NN=NN2)=NC2=CC=CC=C12 (4-Chloro-N(1H-tetrazol- 5-yl)quinaldamide), CN(CCN)C (N,N-dimethylethylenediamine). Run in O (water). Yields the product Cl.Cl.CN(CCNC1=CC(C(=O)NC2=NN=NN2)=NC2=CC=CC=C12)C (4(2-Dimethylaminoethylamino)-N(1H-tetrazol-5-yl)quinaldamide, dihydrochloride). RXN SMILES: [Cl:1][C:2]1[C:19]2[C:14](=[CH:15][CH:16]=[CH:17][CH:18]=2)[N:13]=[C:4]([C:5]([NH:7][C:8]2[NH:12][N:11]=[N:10][N:9]=2)=[O:6])[CH:3]=1.[CH3:20][N:21]([CH3:25])[CH2:22][CH2:23][NH2:24]>O>[ClH:1].[ClH:1].[CH3:20][N:21]([CH3:25])[CH2:22][CH2:23][NH:24][C:2]1[C:19]2[C:14](=[CH:15][CH:16]=[CH:17][CH:18]=2)[N:13]=[C:4]([C:5]([NH:7][C:8]2[NH:12][N:11]=[N:10][N:9]=2)=[O:6])[CH:3]=1 |f:3.4.5|. Reported procedure: 4-Chloro-N(1H-tetrazol- 5-yl)quinaldamide (0.3 g), N,N-dimethylethylenediamine (6 ml) and water (2 ml) were heated at 100° for 8 hours. The excess of N,N-dimethylethylenediamine was distilled off under reduced pressure and the residue was treated with aqueous hydrochloric acid to pH 1. The solid, in water (5 ml), was treated with 2 N sodium hydroxide to give a solution pH 4. The solid which crystallised from this solution was collected and dried, m.p. 200° (d).